This data is from the Open Reaction Database (ORD), a public repository of structured organic reaction records. The task is: describe an organic reaction: reactants, conditions, products, and yield Reactants: Cl.C(C)(C)N1N=CN=C1C=1SC=2CCOC3=C(C2N1)C=CC(=C3)C3CNCC3 (2-(2-isopropyl-2H-[1,2,4]triazol-3-yl)-8-pyrrolidin-3-yl-4,5-dihydro-6-oxa-3-thia-1-aza-benzo[e]azulene hydrochloride salt), CS(=O)(=O)Cl (methanesulfonyl chloride). Product: C(C)(C)N1N=CN=C1C=1SC=2CCOC3=C(C2N1)C=CC(=C3)C3CN(CC3)S(=O)(=O)C (2-(2-Isopropyl-2H-[1,2,4]triazol-3-yl)-8-(1-methanesulfonyl-pyrrolidin-3-yl)-4,5-dihydro-6-oxa-3-thia-1-aza-benzo[e]azulene). RXN SMILES: Cl.[CH:2]([N:5]1[C:9]([C:10]2[S:11][C:12]3[CH2:13][CH2:14][O:15][C:16]4[CH:23]=[C:22]([CH:24]5[CH2:28][CH2:27][NH:26][CH2:25]5)[CH:21]=[CH:20][C:17]=4[C:18]=3[N:19]=2)=[N:8][CH:7]=[N:6]1)([CH3:4])[CH3:3].[CH3:29][S:30](Cl)(=[O:32])=[O:31]>>[CH:2]([N:5]1[C:9]([C:10]2[S:11][C:12]3[CH2:13][CH2:14][O:15][C:16]4[CH:23]=[C:22]([CH:24]5[CH2:28][CH2:27][N:26]([S:30]([CH3:29])(=[O:32])=[O:31])[CH2:25]5)[CH:21]=[CH:20][C:17]=4[C:18]=3[N:19]=2)=[N:8][CH:7]=[N:6]1)([CH3:4])[CH3:3] |f:0.1|. Procedure: Following the procedure for 395, 2-(2-isopropyl-2H-[1,2,4]triazol-3-yl)-8-pyrrolidin-3-yl-4,5-dihydro-6-oxa-3-thia-1-aza-benzo[e]azulene hydrochloride salt and methanesulfonyl chloride gave 396 isolated as a pale orange solid (28 mg, 48%). LCMS: RT=11.27 min, [M+H]+=460. 1H NMR δ (ppm) (CDCl3): 8.33 (1H, d, J=8.21 Hz), 7.90 (1H, s), 7.05 (1H, dd, J=8.24, 1.91 Hz), 6.94 (1H, d, J=1.87 Hz), 5.93-5.83 (1H, m), 4.42-4.36 (2H, m), 3.79 (1H, dd, J=9.53, 7.31 Hz), 3.61 (1H, ddd, J=9.97, 8.27, 3.30 Hz),... The reactants are C1CCC2=NCCCN2CC1, COc1ccc(CO)cc1, CC#N, CC(C)(C)OC(=O)N1CCC=CC(=O)C1. The product is COc1ccc(COC2CCN(C(=O)OC(C)(C)C)CC(=O)C2)cc1. As a reaction SMILES: [CH2:26]1[CH2:27][CH2:28][C:29]2=[N:34][CH2:33][CH2:32][CH2:31][N:30]2[CH2:35][CH2:36]1.[CH3:16][O:17][c:18]1[cH:19][cH:20][c:21]([CH2:24][OH:25])[cH:22][cH:23]1.[CH3:37][C:38]#[N:39].[O:1]=[C:2]1[CH2:3][N:4]([C:9](=[O:10])[O:11][C:12]([CH3:13])([CH3:14])[CH3:15])[CH2:5][CH2:6][CH:7]=[CH:8]1>>[O:1]=[C:2]1[CH2:3][N:4]([C:9](=[O:10])[O:11][C:12]([CH3:13])([CH3:14])[CH3:15])[CH2:5][CH2:6][CH:7]([O:25][CH2:24][c:21]2[cH:20][cH:19][c:18]([O:17][CH3:16])[cH:23][cH:22]2)[CH2:8]1. Reactants: COC(C)(C)C (tert-butyl methyl ether), [H-].[Al+3].[Li+].[H-].[H-].[H-] (lithium aluminum hydride), O([Si](C)(C)C(C)(C)C)C1C=CC(C1)=O (4-tert-butyldimethylsiloxy-2-cyclopentenone), [Mg+2].[Br-].[Br-] (MgBr2), [H-].[Al+3].[Li+].[H-].[H-].[H-] (lithium aluminum hydride). The solvent is C1(=CC=CC=C1)C (toluene). Run at temperature -25 celsius, time 2 hour. Yields the product [Si](C)(C)(C(C)(C)C)O[C@H]1C=C[C@H](C1)O (cis-4-tert-butyldimethylsilyloxy-2-cyclopentenol). Isolated yield 64.4%. RXN SMILES: [O:1]([CH:9]1[CH2:13][C:12](=[O:14])[CH:11]=[CH:10]1)[Si:2]([C:5]([CH3:8])([CH3:7])[CH3:6])([CH3:4])[CH3:3].[Mg+2].[Br-].[Br-].[H-].[Al+3].[Li+].[H-].[H-].[H-].COC(C)(C)C>C1(C)C=CC=CC=1>[Si:2]([O:1][C@@H:9]1[CH2:13][C@H:12]([OH:14])[CH:11]=[CH:10]1)([C:5]([CH3:8])([CH3:7])[CH3:6])([CH3:4])[CH3:3] |f:1.2.3,4.5.6.7.8.9|. Procedure details: A stirred solution of 4-tert-butyldimethylsiloxy-2-cyclopentenone (2.0 g, 9.42 mmol) in anhydrous toluene (15 mL) under an atmosphere of argon is treated with MgBr2 (3.5 g, 19.0 mol). The mixture is cooled to -25° C. and treated with lithium aluminum hydride (178 mg, 4.69 mmol) in one portion, followed by addition of anhydrous tert-butyl methyl ether (3.0 mL). The reaction is stirred at -20° C. for 2 hours and then overnight at room temperature. Additional lithium aluminum hydride (178 mg, 4.69 ... The reactants are CSC=1N=C(NC(C1C#N)=O)CC1=CSC=C1 (4-(methylsulphanyl)-6-oxo-2-(3-thienylmethyl)-1,6-dihydropyrimidine-5-carbonitrile), C(CC)N (n-propylamine). Product: O=C1C(=C(N=C(N1)CC1=CSC=C1)NCCC)C#N (6-Oxo-4-(propylamino)-2-(3-thienylmethyl)-1,6-dihydropyrimidine-5-carbonitrile). RXN SMILES: CS[C:3]1[N:4]=[C:5]([CH2:12][C:13]2[CH:17]=[CH:16][S:15][CH:14]=2)[NH:6][C:7](=[O:11])[C:8]=1[C:9]#[N:10].[CH2:18]([NH2:21])[CH2:19][CH3:20]>>[O:11]=[C:7]1[NH:6][C:5]([CH2:12][C:13]2[CH:17]=[CH:16][S:15][CH:14]=2)=[N:4][C:3]([NH:21][CH2:18][CH2:19][CH3:20])=[C:8]1[C:9]#[N:10]. Procedure: In analogy to the preparation of Example 1, 100 mg (0.38 mmol) of 4-(methylsulphanyl)-6-oxo-2-(3-thienylmethyl)-1,6-dihydropyrimidine-5-carbonitrile are reacted with 224 mg (3.80 mmol) of n-propylamine to give 14 mg (13% of theory) of the title compound. The reactants are O=C(Cl)C1CC1, Cc1cc2nc(NC(=O)c3ccc(C(C)(C)O)cc3)cc(N3CCC(N)CC3)n2n1, c1ccncc1. The product is Cc1cc2nc(NC(=O)c3ccc(C(C)(C)O)cc3)cc(N3CCC(NC(=O)C4CC4)CC3)n2n1. As a reaction SMILES: [CH:31]1([C:34](=[O:35])[Cl:36])[CH2:32][CH2:33]1.[NH2:1][CH:2]1[CH2:3][CH2:4][N:5]([c:8]2[cH:9][c:10]([NH:18][C:19]([c:20]3[cH:21][cH:22][c:23]([C:26]([CH3:27])([CH3:28])[OH:29])[cH:24][cH:25]3)=[O:30])[n:11][c:12]3[n:13]2[n:14][c:15]([CH3:17])[cH:16]3)[CH2:6][CH2:7]1.[cH:37]1[cH:38][cH:39][n:40][cH:41][cH:42]1>>[NH:1]([CH:2]1[CH2:3][CH2:4][N:5]([c:8]2[cH:9][c:10]([NH:18][C:19]([c:20]3[cH:21][cH:22][c:23]([C:26]([CH3:27])([CH3:28])[OH:29])[cH:24][cH:25]3)=[O:30])[n:11][c:12]3[n:13]2[n:14][c:15]([CH3:17])[cH:16]3)[CH2:6][CH2:7]1)[C:34]([CH:31]1[CH2:32][CH2:33]1)=[O:35]. Starting materials: ClCC(=O)OC(CCl)=O (chloroacetic acid anhydride), NC1=C2CCCCC2=CC=C1 (5-amino-1,2,3,4-tetrahydronapthalene), C(C)OCC (diethyl ether). Conditions: time 0.5 hour. Product: ClC1=C2CCCC(C2=CC=C1)NC(=O)C (5-chloroacetamino-1,2,3,4-tetrahydronaphthalene). RXN SMILES: [Cl:1]CC(OC(=O)CCl)=O.[NH2:10][C:11]1[CH:20]=[CH:19][CH:18]=[C:17]2[C:12]=1[CH2:13][CH2:14][CH2:15][CH2:16]2.[CH2:21]([O:23]CC)[CH3:22]>>[Cl:1][C:16]1[CH:15]=[CH:14][CH:13]=[C:12]2[C:17]=1[CH2:18][CH2:19][CH2:20][CH:11]2[NH:10][C:21]([CH3:22])=[O:23]. Procedure details: An ethereal solution of 90 g of chloroacetic acid anhydride is added dropwise to 73.6 g of 5-amino-1,2,3,4-tetrahydronapthalene in 1000 ml of diethyl ether. The temperature should not exceed 30°. The mixture is stirred for a further half hour at room temperature, then cooled to 0° and the precipitated product filtered off. After recrystallisation from ethanol, there is obtained 100 g of 5-chloroacetamino-1,2,3,4-tetrahydronaphthalene having a melting point of 155° - 157° (compound No. 2). Reactants: CO, CC(C)O, Cl, CC(C)(C)OC(=O)NCc1cc(Cl)c(NC(=O)CN2CCN(CCCCC(c3ccc(F)cc3)c3ccc(F)cc3)CC2C(N)=O)c(Cl)c1. The product is NCc1cc(Cl)c(NC(=O)CN2CCN(CCCCC(c3ccc(F)cc3)c3ccc(F)cc3)CC2C(N)=O)c(Cl)c1. Reaction SMILES: [CH3:50][OH:51].[CH3:53][CH:54]([OH:55])[CH3:56].[ClH:52].[NH2:1][C:2](=[O:3])[CH:4]1[N:5]([CH2:29][C:30](=[O:31])[NH:32][c:33]2[c:34]([Cl:49])[cH:35][c:36]([CH2:40][NH:41][C:42](=[O:43])[O:44][C:45]([CH3:46])([CH3:47])[CH3:48])[cH:37][c:38]2[Cl:39])[CH2:6][CH2:7][N:8]([CH2:10][CH2:11][CH2:12][CH2:13][CH:14]([c:15]2[cH:16][cH:17][c:18]([F:21])[cH:19][cH:20]2)[c:22]2[cH:23][cH:24][c:25]([F:28])[cH:26][cH:27]2)[CH2:9]1>>[NH2:1][C:2](=[O:3])[CH:4]1[N:5]([CH2:29][C:30](=[O:31])[NH:32][c:33]2[c:34]([Cl:49])[cH:35][c:36]([CH2:40][NH2:41])[cH:37][c:38]2[Cl:39])[CH2:6][CH2:7][N:8]([CH2:10][CH2:11][CH2:12][CH2:13][CH:14]([c:15]2[cH:16][cH:17][c:18]([F:21])[cH:19][cH:20]2)[c:22]2[cH:23][cH:24][c:25]([F:28])[cH:26][cH:27]2)[CH2:9]1.